Dataset: the Open Reaction Database (ORD), a public repository of structured organic reaction records. Task: describe an organic reaction: reactants, conditions, products, and yield Reactants: COC1=C(C(=O)N)C(=CC=C1)OC (2,6-dimethoxybenzamide), FS(=O)(=O)OC (methyl fluorosulphonate), C(Cl)Cl (methylene dichloride), N (ammonia). The solvent is C(C)O (ethanol). Conditions: time 3 hour. The product is COC1=C(C(=N)N)C(=CC=C1)OC (2,6-dimethoxybenzamidine). As a reaction SMILES: [CH3:1][O:2][C:3]1[CH:11]=[CH:10][CH:9]=[C:8]([O:12][CH3:13])[C:4]=1[C:5]([NH2:7])=O.FS(OC)(=O)=O.C(Cl)Cl.[NH3:23]>C(O)C>[CH3:1][O:2][C:3]1[CH:11]=[CH:10][CH:9]=[C:8]([O:12][CH3:13])[C:4]=1[C:5]([NH2:23])=[NH:7]. Procedure: A mixture of 2,6-dimethoxybenzamide (68 g.; prepared as described by P. Grammaticakis, Compt. rend., 1968, 267C,152), methyl fluorosulphonate (45 g.) and anhydrous methylene dichloride (1 l.) was stirred at room temperature for 3 hours. The solution was evaporated in vacuo, and the residue treated with anhydrous diethyl ether to give crude methyl 2,6-dimethoxybenzimidate fluorosulphonate as a white solid, m.p. 115°-137° C. This was dissolved in anhydrous ethanol (1 l.) and the solution was coole...